This data is from the Open Reaction Database (ORD), a public repository of structured organic reaction records. The task is: describe an organic reaction: reactants, conditions, products, and yield Starting materials: OCc1ccc(Br)cc1, CC(C)Cc1cc(B(O)O)c(S(=O)(=O)NC(C)(C)C)s1, CCO, Cc1ccccc1, CCOC(C)=O, [Na+], [OH-], c1ccc(P(c2ccccc2)(c2ccccc2)[Pd](P(c2ccccc2)(c2ccccc2)c2ccccc2)(P(c2ccccc2)(c2ccccc2)c2ccccc2)P(c2ccccc2)(c2ccccc2)c2ccccc2)cc1. Yields the product CC(C)Cc1cc(-c2ccc(CO)cc2)c(S(=O)(=O)NC(C)(C)C)s1. As a reaction SMILES: [Br:21][c:22]1[cH:23][cH:24][c:25]([CH2:26][OH:27])[cH:28][cH:29]1.[CH2:1]([CH:2]([CH3:3])[CH3:4])[c:5]1[cH:6][c:7]([B:18]([OH:19])[OH:20])[c:8]([S:10](=[O:11])(=[O:12])[NH:13][C:14]([CH3:15])([CH3:16])[CH3:17])[s:9]1.[CH3:122][CH2:123][OH:124].[CH3:30][c:31]1[cH:32][cH:33][cH:34][cH:35][cH:36]1.[CH3:39][CH2:40][O:41][C:42]([CH3:43])=[O:44].[Na+:38].[OH-:37].[cH:45]1[cH:46][cH:47][c:48]([P:49]([Pd:50]([P:51]([c:52]2[cH:53][cH:54][cH:55][cH:56][cH:57]2)([c:58]2[cH:59][cH:60][cH:61][cH:62][cH:63]2)[c:64]2[cH:65][cH:66][cH:67][cH:68][cH:69]2)([P:70]([c:71]2[cH:72][cH:73][cH:74][cH:75][cH:76]2)([c:77]2[cH:78][cH:79][cH:80][cH:81][cH:82]2)[c:83]2[cH:84][cH:85][cH:86][cH:87][cH:88]2)[P:89]([c:90]2[cH:91][cH:92][cH:93][cH:94][cH:95]2)([c:96]2[cH:97][cH:98][cH:99][cH:100][cH:101]2)[c:102]2[cH:103][cH:104][cH:105][cH:106][cH:107]2)([c:108]2[cH:109][cH:110][cH:111][cH:112][cH:113]2)[c:114]2[cH:115][cH:116][cH:117][cH:118][cH:119]2)[cH:120][cH:121]1>>[CH2:1]([CH:2]([CH3:3])[CH3:4])[c:5]1[cH:6][c:7](-[c:22]2[cH:23][cH:24][c:25]([CH2:26][OH:27])[cH:28][cH:29]2)[c:8]([S:10](=[O:11])(=[O:12])[NH:13][C:14]([CH3:15])([CH3:16])[CH3:17])[s:9]1.